Dataset: the Open Reaction Database (ORD), a public repository of structured organic reaction records. Task: describe an organic reaction: reactants, conditions, products, and yield Starting materials: ClC(=O)OC (Methyl chloroformate), FC(C(=O)O)(F)F.FC(C(=O)O)(F)F.N1CC(C1)C=1C(=C(C=C(C1C)Cl)C(C)NC1=C2N=CNC2=NC=N1)OC (N-[1-(3-azetidin-3-yl-5-chloro-2-methoxy-4-methylphenyl)ethyl]-9H-purin-6-amine bis(trifluoroacetate)), CCN(C(C)C)C(C)C (DIPEA). The solvent is C(Cl)Cl (methylene chloride). Run at time 30 minute. The product is FC(C(=O)O)(F)F.ClC=1C(=C(C(=C(C1)C(C)NC1=C2N=CNC2=NC=N1)OC)C1CN(C1)C(=O)OC)C (Methyl 3-{3-chloro-6-methoxy-2-methyl-5-[1-(9H-purin-6-ylamino)ethyl]phenyl}azetidine-1-carboxylate trifluoroacetate), C(=O)(C(F)(F)F)O (TFA). RXN SMILES: Cl[C:2]([O:4][CH3:5])=[O:3].[F:6][C:7]([F:12])([F:11])[C:8]([OH:10])=[O:9].[F:13][C:14]([F:19])([F:18])[C:15]([OH:17])=[O:16].[NH:20]1[CH2:23][CH:22]([C:24]2[C:25]([O:44][CH3:45])=[C:26]([CH:32]([NH:34][C:35]3[N:43]=[CH:42][N:41]=[C:40]4[C:36]=3[N:37]=[CH:38][NH:39]4)[CH3:33])[CH:27]=[C:28]([Cl:31])[C:29]=2[CH3:30])[CH2:21]1.CCN(C(C)C)C(C)C>C(Cl)Cl>[F:6][C:7]([F:12])([F:11])[C:8]([OH:10])=[O:9].[Cl:31][C:28]1[C:29]([CH3:30])=[C:24]([CH:22]2[CH2:21][N:20]([C:2]([O:4][CH3:5])=[O:3])[CH2:23]2)[C:25]([O:44][CH3:45])=[C:26]([CH:32]([NH:34][C:35]2[N:43]=[CH:42][N:41]=[C:40]3[C:36]=2[N:37]=[CH:38][NH:39]3)[CH3:33])[CH:27]=1.[C:15]([OH:17])([C:14]([F:19])([F:18])[F:13])=[O:16] |f:1.2.3,6.7|. Reported procedure: Methyl chloroformate (1.6 pt, 0.021 mmol) was added to a solution of N-[1-(3-azetidin-3-yl-5-chloro-2-methoxy-4-methylphenyl)ethyl]-9H-purin-6-amine bis(trifluoroacetate) (8.5 mg, 0.014 mmol, from Example 165) and DIPEA (0.015 mL, 0.085 mmol) in methylene chloride (0.5 mL) at 0° C. and then the reaction was stirred at room temperature for 30 minutes. The crude mixture was purified on prep-LCMS (XBridge C18 Column, eluting with a gradient of acetonitrile in water with 0.05% trifluoroacetic acid, ... Starting materials: N(=[N+]=[N-])C1=C(C=C(C=C1)F)Cl (1-azido-2-chloro-4-fluoro-benzene), COC1=CC=C(C=C1)CC#N ((4-methoxy-phenyl)-acetonitrile), C[O-].[Na+] (sodium methoxide), ice. The solvent is C(C)O (ethanol), C(C)O (ethanol), C(C)(=O)OCC (ethyl acetate). Conditions: time 8 hour. Product: ClC1=C(C=CC(=C1)F)N1N=NC(=C1N)C1=CC=C(C=C1)OC (3-(2-Chloro-4-fluoro-phenyl)-5-(4-methoxy-phenyl)-3H-[1,2,3]triazol-4-ylamine). Isolated yield 34.1%. RXN SMILES: [N:1]([C:4]1[CH:9]=[CH:8][C:7]([F:10])=[CH:6][C:5]=1[Cl:11])=[N+:2]=[N-:3].[CH3:12][O:13][C:14]1[CH:19]=[CH:18][C:17]([CH2:20][C:21]#[N:22])=[CH:16][CH:15]=1.C[O-].[Na+]>C(O)C.C(OCC)(=O)C>[Cl:11][C:5]1[CH:6]=[C:7]([F:10])[CH:8]=[CH:9][C:4]=1[N:1]1[C:21]([NH2:22])=[C:20]([C:17]2[CH:18]=[CH:19][C:14]([O:13][CH3:12])=[CH:15][CH:16]=2)[N:3]=[N:2]1 |f:2.3|. Procedure: To an ice-cooled and stirred mixture of 1-azido-2-chloro-4-fluoro-benzene (0.300 g, 1 eq) and commercial (4-methoxy-phenyl)-acetonitrile (0.309 g, 1.2 eq) in ethanol (5 ml) kept under nitrogen, a solution of sodium methoxide (0.142 g, 1.5 eq) in ethanol (5 ml) is added drop-wise (15 min). After the addition, the reaction mixture is allowed to reach room temperature spontaneously and stirring is then continued overnight at room temperature. The resulting reaction mixture is diluted with ethyl ace...